This data is from the Open Reaction Database (ORD), a public repository of structured organic reaction records. The task is: describe an organic reaction: reactants, conditions, products, and yield Reactants: COC=1C=C2C(NC(NC2=CC1[N+](=O)[O-])=O)=O (6-methoxy-7-nitro-1H-quinazoline-2,4-dione), CO (methanol), C(C)(=O)O (acetic acid). Reagents/catalysts: [Pd] (palladium). Solvent: O1CCCC1 (tetrahydrofuran). The product is NC1=C(C=C2C(NC(NC2=C1)=O)=O)OC (7-Amino-6-methoxy-1H-quinazoline-2,4-dione). The yield is 96.5%. RXN SMILES: [CH3:1][O:2][C:3]1[CH:4]=[C:5]2[C:10](=[CH:11][C:12]=1[N+:13]([O-])=O)[NH:9][C:8](=[O:16])[NH:7][C:6]2=[O:17].CO.C(O)(=O)C>O1CCCC1.[Pd]>[NH2:13][C:12]1[CH:11]=[C:10]2[C:5]([C:6](=[O:17])[NH:7][C:8](=[O:16])[NH:9]2)=[CH:4][C:3]=1[O:2][CH3:1]. Procedure: 120 mg (0.5 mmol) of 6-methoxy-7-nitro-1H-quinazoline-2,4-dione were taken up in a mixture of 5 ml of tetrahydrofuran, 5 ml of methanol and 5 ml of acetic acid and hydrogenated with palladium catalysis at room temperature for 3 hours. The reaction solution was heated to dissolve precipitated product and was filtered hot to remove the catalyst. The filtrate was concentrated and, after addition of toluene, again concentrated. 100 mg (100%) of the desired product were obtained. The reactants are N1=C(C=CC=C1)C1=NC=CC=C1 (2,2′-bipyridine), CSSC (dimethyl disulfide), C(#N)C=1C=C(C(=O)N2CS(C3=C2C=CC=C3)(=O)=O)C=C(C1O)I (3-(3-cyano-4-hydroxy-5-iodobenzoyl)-1,1-dioxo-2,3-dihydro-1,3-benzothiazole). Reagents/catalysts: [Zn] (zinc), [Ni](Br)Br (nickel bromide). Run in CN(C=O)C (N,N-dimethylformamide). Run at temperature 80 celsius, time 1 hour. Yields the product C(#N)C=1C=C(C(=O)N2CS(C3=C2C=CC=C3)(=O)=O)C=C(C1OC)SC (3-(3-cyano-4-methoxy-5-methylsulfanylbenzoyl)-1,1-dioxo-2,3-dihydro-1,3-benzothiazole). RXN SMILES: [C:1]([C:3]1[CH:4]=[C:5]([CH:19]=[C:20](I)[C:21]=1[OH:22])[C:6]([N:8]1[C:12]2[CH:13]=[CH:14][CH:15]=[CH:16][C:11]=2[S:10](=[O:18])(=[O:17])[CH2:9]1)=[O:7])#[N:2].N1C=CC=C[C:25]=1C1C=CC=CN=1.[CH3:36][S:37]SC>CN(C)C=O.[Zn].[Ni](Br)Br>[C:1]([C:3]1[CH:4]=[C:5]([CH:19]=[C:20]([S:37][CH3:36])[C:21]=1[O:22][CH3:25])[C:6]([N:8]1[C:12]2[CH:13]=[CH:14][CH:15]=[CH:16][C:11]=2[S:10](=[O:18])(=[O:17])[CH2:9]1)=[O:7])#[N:2]. Reported procedure: 3-(3-cyano-4-hydroxy-5-iodobenzoyl)-1,1-dioxo-2,3-dihydro-1,3-benzothiazole (334 mg) was dissolved in N,N-dimethylformamide (3.5 mL), and 2,2′-bipyridine (11 mg), zinc powder (95 mg), nickel bromide (16 mg) and dimethyl disulfide (0.04 mL) were added to the solution, and then the mixture was stirred at 80° C. for 1 hour. After the reaction solution was filtered, 1N hydrochloric acid was added and the reaction mixture was extracted with ethyl acetate. The organic layer was washed with saturated b... Starting materials: C(CCC)N (n-butylamine), solution, C12C(CC(C=C1)C2)C=O (5-norbornene-2-carboxaldehyde), [H-].C(C(C)C)[Al+]CC(C)C (diisobutyl aluminum hydride). The solvent is CCCCCC (hexane), CCCCCC (hexane). Conditions: time 5 minute. Product: C12CCC(C=C1)C2.CC(CN)CC (5-norbornene 2-methyl-(N-n-butyl) amine). As a reaction SMILES: [CH:1]12[CH2:7][CH:4]([CH:5]=[CH:6]1)[CH2:3][CH:2]2C=O.[CH2:10]([NH2:14])[CH2:11][CH2:12][CH3:13].[H-].[CH2:16]([Al+]CC(C)C)C(C)C>CCCCCC>[CH:1]12[CH2:7][CH:4]([CH:3]=[CH:2]1)[CH2:5][CH2:6]2.[CH3:16][CH:11]([CH2:12][CH3:13])[CH2:10][NH2:14] |f:2.3,5.6|. Procedure details: 79.0 g of 5-norbornene-2-carboxaldehyde (NBCXA), (77.6 ml, 0.647 mole) were dissolved in 500 ml of hexane. 47.3 g of n-butylamine (64 ml, 0.647 mole) was slowly added at 25°°C. The solution was stirred for five minutes and cooled to -18°°C. for several hours. The liquid hexane layer was decanted under nitrogen to remove the precipitated water which had frozen to ice and adhered to the sides of the reaction vessel. The clean hexane solution was removed under nitrogen to a separate reactor and dri... The reactants are C(C1=CC=CC=C1)OC1=CN(C=CC1=O)CCO (3-benzyloxy-1-(2-hydroxy-ethyl)-1H-pyridin-4-one), C(C1=CC=CC=C1)OC1=C(N(C=CC1=O)CCO)C(OC1OCCCC1)C1=CC=C(C=C1)F (3-benzyloxy-1-(2-hydroxy-ethyl)-2-[(4-fluorophenyl)-(tetrahydropyran-2-yloxy)-methyl]-1H-pyridin-4-one). Solvent: Cl (HCl), C(C)O (ethanol). The product is FC1=CC=C(C=C1)C(C=1N(C=CC(C1O)=O)CCO)O (2-[(4-Fluorophenyl)-hydroxy-methyl]-3-hydroxy-1-(2-hydroxy-ethyl)-1H-pyridin-4-one). Reaction SMILES: C(OC1C(=O)C=CN(CCO)C=1)C1C=CC=CC=1.C([O:26][C:27]1[C:32](=[O:33])[CH:31]=[CH:30][N:29]([CH2:34][CH2:35][OH:36])[C:28]=1[CH:37]([C:45]1[CH:50]=[CH:49][C:48]([F:51])=[CH:47][CH:46]=1)[O:38]C1CCCCO1)C1C=CC=CC=1>C(O)C.Cl>[F:51][C:48]1[CH:47]=[CH:46][C:45]([CH:37]([OH:38])[C:28]2[N:29]([CH2:34][CH2:35][OH:36])[CH:30]=[CH:31][C:32](=[O:33])[C:27]=2[OH:26])=[CH:50][CH:49]=1. Procedure: 2-[4-Fluorophenyl)-hydroxy-methyl]-3-benzyloxy-1-(2-hydroxy-ethyl)-1H-pyridin-4-one: 13.7 g of 3-benzyloxy-1-(2-hydroxy-ethyl)-2-[(4-fluorophenyl)-(tetrahydropyran-2-yloxy)-methyl]-1H-pyridin-4-one are boiled under reflux for 3 hours in 150 ml of ethanol and 50 ml of 2N HCl. For working-up, the ethanol is removed using a rotary evaporator. The residue is diluted with 50 ml of water and covered with 50 ml of ethyl acetate. Then, with stirring, 50 ml of 2N NaOH are added. The resulting product is ...